Dataset: the Open Reaction Database (ORD), a public repository of structured organic reaction records. Task: describe an organic reaction: reactants, conditions, products, and yield RXN SMILES: [C:23](=[O:24])([O-:25])[O-:26].[CH3:1][O:2][c:3]1[c:4]([O:21][CH3:22])[cH:5][c:6]2[cH:7][c:8]3[c:9]([n:10][c:11]2[cH:12]1)[s:13][c:14]1[c:15]3[n:16][n:17][nH:18][c:19]1=[O:20].[CH3:29][I:30].[CH3:31][N:32]([CH3:33])[CH:34]=[O:35].[K+:27].[K+:28].[OH2:36]>>[CH3:1][O:2][c:3]1[c:4]([O:21][CH3:22])[cH:5][c:6]2[cH:7][c:8]3[c:9]([n:10][c:11]2[cH:12]1)[s:13][c:14]1[c:15]3[n:16][n:17][n:18]([CH3:23])[c:19]1=[O:20]. The reactants are O=C([O-])[O-], COc1cc2cc3c(nc2cc1OC)sc1c(=O)[nH]nnc13, CI, CN(C)C=O, [K+], [K+], O. Yields the product COc1cc2cc3c(nc2cc1OC)sc1c(=O)n(C)nnc13. Starting materials: FC(C(=O)O)(F)F (Trifluoroacetic acid), C(C)(C)(C)OC(=O)N[C@H](CCC1=CC=CC=C1)C(=O)O (N-tert-butoxycarbonyl-D-homophenylalanine). Solvent: ClCCl (dichloromethane). Reaction conditions: temperature 60 celsius, time 5 minute. Yields the product O[C@@H](C(=O)O)CCC1=CC=CC=C1 ((R)-2-Hydroxy-4-Phenylbutyric Acid). Reaction SMILES: FC(F)(F)C(O)=[O:4].C(OC(N[C@@H:16]([C:25]([OH:27])=[O:26])[CH2:17][CH2:18][C:19]1[CH:24]=[CH:23][CH:22]=[CH:21][CH:20]=1)=O)(C)(C)C>ClCCl>[OH:4][C@H:16]([CH2:17][CH2:18][C:19]1[CH:24]=[CH:23][CH:22]=[CH:21][CH:20]=1)[C:25]([OH:27])=[O:26]. Procedure: Trifluoroacetic acid (40 mL) was added to a solution of N-tert-butoxycarbonyl-D-homophenylalanine (4.00 g) in dichloromethane (40 mL) at 0° C. After stirring at 0†° C. for 5 min and at room temperature for 40 min, the reaction mixture was evaporated in vacuo. The residue was dissolved in 10% sulfuric acid (80 mL), and the solution was warmed up to 60° C. After removing the bath, a solution of sodium nitrite (5.93 g) in water (5 mL) was added to the solution, and the solution was stirred at 60° C... The reactants are Cl, ClCCl, C=C(C)C(C(=O)OCc1ccccc1)N1C(=O)C(NC(=O)COc2ccccc2)C1SS(=O)(=O)c1ccccc1, O. Yields the product C=C(CCl)C(C(=O)OCc1ccccc1)N1C(=O)C(NC(=O)COc2ccccc2)C1SS(=O)(=O)c1ccccc1. RXN SMILES: [Cl:42].[Cl:43][CH2:44][Cl:45].[O:1]([c:2]1[cH:3][cH:4][cH:5][cH:6][cH:7]1)[CH2:8][C:9](=[O:10])[NH:11][CH:12]1[C:13](=[O:40])[N:14]([CH:26]([C:27](=[O:28])[O:29][CH2:30][c:31]2[cH:32][cH:33][cH:34][cH:35][cH:36]2)[C:37](=[CH2:38])[CH3:39])[CH:15]1[S:16][S:17](=[O:18])(=[O:19])[c:20]1[cH:21][cH:22][cH:23][cH:24][cH:25]1.[OH2:41]>>[O:1]([c:2]1[cH:3][cH:4][cH:5][cH:6][cH:7]1)[CH2:8][C:9](=[O:10])[NH:11][CH:12]1[C:13](=[O:40])[N:14]([CH:26]([C:27](=[O:28])[O:29][CH2:30][c:31]2[cH:32][cH:33][cH:34][cH:35][cH:36]2)[C:37](=[CH2:38])[CH2:39][Cl:43])[CH:15]1[S:16][S:17](=[O:18])(=[O:19])[c:20]1[cH:21][cH:22][cH:23][cH:24][cH:25]1. Starting materials: CCN1CCN(c2nc(Br)cc3ccccc23)CC1, CCCC[Sn](CCCC)(CCCC)c1ccc(CCC(C)=O)cc1, CCOC(C)=O, Cc1ccccc1C. Yields the product CCN1CCN(c2nc(-c3ccc(CCC(C)=O)cc3)cc3ccccc23)CC1. RXN SMILES: [Br:25][c:26]1[n:27][c:28]([N:36]2[CH2:37][CH2:38][N:39]([CH2:42][CH3:43])[CH2:40][CH2:41]2)[c:29]2[cH:30][cH:31][cH:32][cH:33][c:34]2[cH:35]1.[CH2:1]([Sn:2]([CH2:3][CH2:4][CH2:5][CH3:17])([c:6]1[cH:7][cH:8][c:9]([CH2:12][CH2:13][C:14]([CH3:15])=[O:16])[cH:10][cH:11]1)[CH2:18][CH2:19][CH2:20][CH3:21])[CH2:22][CH2:23][CH3:24].[CH3:52][CH2:53][O:54][C:55](=[O:56])[CH3:57].[c:44]1([CH3:45])[c:46]([CH3:47])[cH:48][cH:49][cH:50][cH:51]1>>[c:6]1(-[c:26]2[n:27][c:28]([N:36]3[CH2:37][CH2:38][N:39]([CH2:42][CH3:43])[CH2:40][CH2:41]3)[c:29]3[cH:30][cH:31][cH:32][cH:33][c:34]3[cH:35]2)[cH:7][cH:8][c:9]([CH2:12][CH2:13][C:14]([CH3:15])=[O:16])[cH:10][cH:11]1. Reactants: C(C(C)(C)C)(=O)OCCl (chloromethyl pivalate), resultant mixture, FC1=CC=C(C=C1)C1=CC=NC(=C1C(=O)O)SC1=NC(=CC(=N1)OC)OC (4-(4-fluorophenyl)-2-(4,6-dimethoxypyrimidin-2-ylthio)nicotinic acid), C([O-])([O-])=O.[K+].[K+] (potassium carbonate), CN(C=O)C (dimethylformamide). Run in O (water). Run at time 1 hour. Yields the product FC1=CC=C(C=C1)C1=CC=NC(=C1C(=O)OCOC(C(C)(C)C)=O)SC1=NC(=CC(=N1)OC)OC (pivaloyloxymethyl 4-(4-fluorophenyl)-2-(4,6-dimethoxypyrimidin-2-ylthio)nicotinate). The yield is 85.0%. Reaction SMILES: [F:1][C:2]1[CH:7]=[CH:6][C:5]([C:8]2[C:13]([C:14]([OH:16])=[O:15])=[C:12]([S:17][C:18]3[N:23]=[C:22]([O:24][CH3:25])[CH:21]=[C:20]([O:26][CH3:27])[N:19]=3)[N:11]=[CH:10][CH:9]=2)=[CH:4][CH:3]=1.C(=O)([O-])[O-].[K+].[K+].CN(C)C=O.[C:39]([O:45][CH2:46]Cl)(=[O:44])[C:40]([CH3:43])([CH3:42])[CH3:41]>O>[F:1][C:2]1[CH:7]=[CH:6][C:5]([C:8]2[C:13]([C:14]([O:16][CH2:46][O:45][C:39](=[O:44])[C:40]([CH3:43])([CH3:42])[CH3:41])=[O:15])=[C:12]([S:17][C:18]3[N:19]=[C:20]([O:26][CH3:27])[CH:21]=[C:22]([O:24][CH3:25])[N:23]=3)[N:11]=[CH:10][CH:9]=2)=[CH:4][CH:3]=1 |f:1.2.3|. Reported procedure: 0.70 g (0.0019 mol) of 4-(4-fluorophenyl)-2-(4,6-dimethoxypyrimidin-2-ylthio)nicotinic acid and 0.50 g (0.0036 mol) of potassium carbonate were weighed, and 10 ml of dimethylformamide was added thereto. The mixture was then stirred at room temperature for 1 hour. Thereafter, 0.34 g (0.0022 mol) of chloromethyl pivalate was further added to the resultant mixture, and the mixture was stirred at room temperature for 2 hours. The mixture was then poured into water, and was extracted with 50 ml of et... The reactants are BrC1=CC=C(CN2C(=NC=C2CO)S)C=C1 (1-(4-Bromobenzyl)-2-mercapto-5-hydroxymethylimidazole), OO (hydrogen peroxide), [OH-].[Na+] (sodium hydroxide). Reagents/catalysts: O[W](=O)(=O)O (tungstic acid). Run in CO (methanol). Run at temperature 40 celsius, time 2 hour. The product is BrC1=CC=C(CN2C=NC=C2CO)C=C1 (1-(4-Bromobenzyl)-5-hydroxymethylimidazole). The yield is 82.4%. Reaction SMILES: [Br:1][C:2]1[CH:16]=[CH:15][C:5]([CH2:6][N:7]2[C:11]([CH2:12][OH:13])=[CH:10][N:9]=[C:8]2S)=[CH:4][CH:3]=1.OO.[OH-].[Na+]>CO.O[W](O)(=O)=O>[Br:1][C:2]1[CH:16]=[CH:15][C:5]([CH2:6][N:7]2[C:11]([CH2:12][OH:13])=[CH:10][N:9]=[CH:8]2)=[CH:4][CH:3]=1 |f:2.3|. Reported procedure: 1-(4-Bromobenzyl)-2-mercapto-5-hydroxymethylimidazole(1.5 g, 5 mmol) and tungstic acid(12.5 mg, 1 mol %) were suspended in 7 ml of methanol. The suspension was warmed to 40° C. and then, 30% hydrogen peroxide was slowly added dropwise. After about 2 hours, the mixture was cooled and neutralized with 1 N sodium hydroxide solution, and the precipitate was filtered. The obtained solid was washed twice with 5 ml of distilled water and 5 ml of isopropyl ether, respectively, to give 1.1 g(Yield 82%) o... Starting materials: CNCCO (N-methylethanolamine), ClC1=CC=C(CCl)C=C1 (4-chlorobenzyl chloride), C=1(C(=CC=CC1)C)C (xylene). The solvent is Cl (hydrochloric acid). Yields the product ClC1=CC=C(CN(CCO)C)C=C1 (N-(4-chlorobenzyl)-N-methylethanolamine). RXN SMILES: [CH3:1][NH:2][CH2:3][CH2:4][OH:5].[Cl:6][C:7]1[CH:14]=[CH:13][C:10]([CH2:11]Cl)=[CH:9][CH:8]=1.C1(C)C(C)=CC=CC=1>Cl>[Cl:6][C:7]1[CH:14]=[CH:13][C:10]([CH2:11][N:2]([CH3:1])[CH2:3][CH2:4][OH:5])=[CH:9][CH:8]=1. Procedure details: A mixture of N-methylethanolamine (21.2 g), 4-chlorobenzyl chloride (35.0 g) and xylene (100 ml) was stirred and boiled under reflux for 7 hours. The mixture was allowed to cool to ambient temperature and the solid mass was dissolved in 2M hydrochloric acid. The aqueous phase was separated off, washed with ether, basified with 2M sodium hydroxide solution and extracted with dichloromethane to give an oil which was distilled at 120°-125° C. at 0.3 mbar to give N-(4-chlorobenzyl)-N-methylethanolam...